Dataset: the Open Reaction Database (ORD), a public repository of structured organic reaction records. Task: describe an organic reaction: reactants, conditions, products, and yield Starting materials: ClC1=CC=C(C=N1)CC1=CC=C2CN(C(C2=C1)=O)[C@H]1[C@@H](CCCC1)O (rac-6-((6-chloropyridin-3-yl)methyl)-2-(trans-2-hydroxycyclohexyl)isoindolin-1-one), C1CCOC1 (THF), CN1N=CC(=C1)B1OC(C(O1)(C)C)(C)C (1-methyl-4-(4,4,5,5-tetramethyl-1,3,2-dioxaborolan-2-yl)-1H-pyrazole), C([O-])([O-])=O.[Cs+].[Cs+] (cesium carbonate). Reagents/catalysts: CC(C)([P](C(C)(C)C)([Pd][P](C(C)(C)C)(C(C)(C)C)C(C)(C)C)C(C)(C)C)C (bis(tri-tert-butylphosphine)palladium(0)). Run in O (water), O (water). Reaction conditions: temperature 85 celsius, time 8 hour. Product: O[C@H]1[C@@H](CCCC1)N1C(C2=CC(=CC=C2C1)CC=1C=NC(=CC1)C=1C=NN(C1)C)=O (rac-2-(trans-2-hydroxycyclohexyl)-6-((6-(1-methyl-1H-pyrazol-4-yl)pyridin-3-yl)methyl)isoindolin-1-one). The yield is 29.6%. Reaction SMILES: Cl[C:2]1[N:7]=[CH:6][C:5]([CH2:8][C:9]2[CH:17]=[C:16]3[C:12]([CH2:13][N:14]([C@@H:19]4[CH2:24][CH2:23][CH2:22][CH2:21][C@H:20]4[OH:25])[C:15]3=[O:18])=[CH:11][CH:10]=2)=[CH:4][CH:3]=1.C1COCC1.[CH3:31][N:32]1[CH:36]=[C:35](B2OC(C)(C)C(C)(C)O2)[CH:34]=[N:33]1.C(=O)([O-])[O-].[Cs+].[Cs+]>CC(C)([P](C(C)(C)C)([Pd][P](C(C)(C)C)(C(C)(C)C)C(C)(C)C)C(C)(C)C)C.O>[OH:25][C@@H:20]1[CH2:21][CH2:22][CH2:23][CH2:24][C@H:19]1[N:14]1[CH2:13][C:12]2[C:16](=[CH:17][C:9]([CH2:8][C:5]3[CH:6]=[N:7][C:2]([C:35]4[CH:34]=[N:33][N:32]([CH3:31])[CH:36]=4)=[CH:3][CH:4]=3)=[CH:10][CH:11]=2)[C:15]1=[O:18] |f:3.4.5,^1:54,60|. Procedure: To a solution of rac-6-((6-chloropyridin-3-yl)methyl)-2-(trans-2-hydroxycyclohexyl)isoindolin-1-one (0.09 g) in a mixed solvent of THF (9.00 mL)-water (3.00 mL) were added 1-methyl-4-(4,4,5,5-tetramethyl-1,3,2-dioxaborolan-2-yl)-1H-pyrazole (0.11 g), cesium carbonate (0.33 g) and bis(tri-tert-butylphosphine)palladium(0) (0.03 g), and the mixture was stirred overnight at 85° C. under argon atmosphere. To the reaction mixture was added water, and the mixture was extracted with ethyl acetate. The o... The yield is 16.5%. Starting materials: OO (H2O2), C(C)C=1N=[N+](C2=C(N1)C=C1CC(CC1=C2)CN2CCOCC2)[O-] (3-Ethyl-7-(4-morpholinylmethyl)-7,8-dihydro-6H-indeno[5,6-e][1,2,4]triazine 1-Oxide), C(=O)(C(F)(F)F)OC(=O)C(F)(F)F (TFAA), C(=O)(C(F)(F)F)O (TFA), C(=O)([O-])[O-].[Na+].[Na+] (Na2CO3). Reaction SMILES: OO.[CH2:3]([C:5]1[N:6]=[N+:7]([O-:25])[C:8]2[CH:17]=[C:16]3[C:12]([CH2:13][CH:14]([CH2:18][N:19]4[CH2:24][CH2:23][O:22][CH2:21][CH2:20]4)[CH2:15]3)=[CH:11][C:9]=2[N:10]=1)[CH3:4].C(OC(C(F)(F)F)=O)(C(F)(F)F)=[O:27].C(O)(C(F)(F)F)=O.C([O-])([O-])=O.[Na+].[Na+]>C(Cl)Cl>[CH2:3]([C:5]1[N:6]=[N+:7]([O-:25])[C:8]2[CH:17]=[C:16]3[C:12]([CH2:13][CH:14]([CH2:18][N:19]4[CH2:20][CH2:21][O:22][CH2:23][CH2:24]4)[CH2:15]3)=[CH:11][C:9]=2[N+:10]=1[O-:27])[CH3:4] |f:4.5.6|. The product is C(C)C=1N=[N+](C2=C([N+]1[O-])C=C1CC(CC1=C2)CN2CCOCC2)[O-] (3-Ethyl-7-(4-morpholinylmethyl)-7,8-dihydro-6H-indeno[5,6-e][1,2,4]triazine 1,4-Dioxide). The solvent is C(Cl)Cl (DCM). Procedure: H2O2 (70%, 0.95 mL, ca 16 mmol) was added drop-wise (over 10 min) to a stirred solution of 1-oxide 143 (503 mg, 1.6 mmol), TFAA (2.56 mL, 16.0 mmol) and TFA (0.66 mL, 8.0 mmol) in DCM (60 mL) at 20° C. and the mixture was stirred at 20° C. for 7 h. Dilute Na2CO3 solution (40 mL) was added and the mixture was extracted with DCM (5×80 mL). The combined organic fraction was dried and the solvent evaporated to give an oil which was purified by chromatography, eluting with a gradient (0-2%) of MeOH/D... Run at temperature 20 celsius, time 7 hour. Starting materials: CCN=C=NCCCN(C)C, CN(C)c1ccncc1, Cl, Cl, NCC1(O)CCCCCC1, Cc1ccc(-n2ncc(=O)[nH]c2=O)cc1C(=O)O, CN(C)C=O, O. Product: Cc1ccc(-n2ncc(=O)[nH]c2=O)cc1C(=O)NCC1(O)CCCCCC1. Reaction SMILES: [CH3:30][CH2:31][N:32]=[C:33]=[N:34][CH2:35][CH2:36][CH2:37][N:38]([CH3:39])[CH3:40].[CH3:42][N:43]([c:44]1[cH:45][cH:46][n:47][cH:48][cH:49]1)[CH3:50].[ClH:29].[ClH:41].[NH2:19][CH2:20][C:21]1([OH:28])[CH2:22][CH2:23][CH2:24][CH2:25][CH2:26][CH2:27]1.[O:1]=[c:2]1[n:3](-[c:9]2[cH:10][cH:11][c:12]([CH3:18])[c:13]([C:14](=[O:15])[OH:16])[cH:17]2)[n:4][cH:5][c:6](=[O:8])[nH:7]1.[O:51]=[CH:52][N:53]([CH3:54])[CH3:55].[OH2:56]>>[O:1]=[c:2]1[n:3](-[c:9]2[cH:10][cH:11][c:12]([CH3:18])[c:13]([C:14](=[O:16])[NH:19][CH2:20][C:21]3([OH:28])[CH2:22][CH2:23][CH2:24][CH2:25][CH2:26][CH2:27]3)[cH:17]2)[n:4][cH:5][c:6](=[O:8])[nH:7]1. The reactants are C(C1=CC=CC=C1)OC=1C=C(C=CC1OC)O (3-benzyloxy-4-methoxyphenol), CC(C)([O-])C.[K+] (potassium t-butoxide), ClC1=C(C=C(C=C1C)[N+](=O)[O-])C (4-chloro-3,5-dimethylnitrobenzene). Run in CS(=O)C (DMSO). Reaction conditions: temperature 80 celsius, time 30 minute. Yields the product C(C1=CC=CC=C1)OC=1C=C(OC2=C(C=C(C=C2C)[N+](=O)[O-])C)C=CC1OC (4-(3-benzyloxy-4-methoxyphenoxy)-3,5-dimethylnitrobenzene). Isolated yield 46.5%. As a reaction SMILES: [CH2:1]([O:8][C:9]1[CH:10]=[C:11]([OH:17])[CH:12]=[CH:13][C:14]=1[O:15][CH3:16])[C:2]1[CH:7]=[CH:6][CH:5]=[CH:4][CH:3]=1.CC(C)([O-])C.[K+].Cl[C:25]1[C:30]([CH3:31])=[CH:29][C:28]([N+:32]([O-:34])=[O:33])=[CH:27][C:26]=1[CH3:35]>CS(C)=O>[CH2:1]([O:8][C:9]1[CH:10]=[C:11]([CH:12]=[CH:13][C:14]=1[O:15][CH3:16])[O:17][C:25]1[C:26]([CH3:35])=[CH:27][C:28]([N+:32]([O-:34])=[O:33])=[CH:29][C:30]=1[CH3:31])[C:2]1[CH:3]=[CH:4][CH:5]=[CH:6][CH:7]=1 |f:1.2|. Reported procedure: To a solution of 3-benzyloxy-4-methoxyphenol (3 g) in DMSO (2 mL) was added potassium t-butoxide (1.6 g). After 30 min, 4-chloro-3,5-dimethylnitrobenzene (2 g) was added and the resulting solution was heated at 80° C. for 2 h. The reaction mixture was partitioned between ethyl acetate and 1N aqueous NaOH, and the organic layer was washed with water, brine, dried over sodium sulfate and concentrated in vacuo to afford 4-(3-benzyloxy-4-methoxyphenoxy)-3,5-dimethylnitrobenzene (1.9 g) as an orange ... Reactants: C(C)(C)(C)OC(N([C@H](CC1=CC2=CC=CC=C2C=C1)C(N([C@H](CC1=CC=CC=C1)C(NC)=O)C)=O)C)=O (N-Methyl-N-{(1R)-1-(N-methyl-N-((1R)-1-(methylcarbamoyl)-2-phenyl-ethyl)carbamoyl)-2-(2-naphthyl)ethyl}carbamic acid tert-butyl ester). Run in FC(C(=O)O)(F)F.C(Cl)Cl (trifluoroacetic acid methylene chloride). The product is CN(C([C@@H](CC1=CC2=CC=CC=C2C=C1)NC)=O)[C@H](CC1=CC=CC=C1)C(NC)=O ((2R)-N-methyl-2-methylamino-N-((1R)-1-(methylcarbamoyl)-2-phenylethyl)-3-(2-naphthyl)propionamide). The yield is 87.5%. As a reaction SMILES: C(O[C:6](=O)[N:7](C)[C@@H:8]([C:20](=[O:35])[N:21]([CH3:34])[C@@H:22]([C:30](=[O:33])[NH:31][CH3:32])[CH2:23][C:24]1[CH:29]=[CH:28][CH:27]=[CH:26][CH:25]=1)[CH2:9][C:10]1[CH:19]=[CH:18][C:17]2[C:12](=[CH:13][CH:14]=[CH:15][CH:16]=2)[CH:11]=1)(C)(C)C>FC(F)(F)C(O)=O.C(Cl)Cl>[CH3:34][N:21]([C@@H:22]([C:30](=[O:33])[NH:31][CH3:32])[CH2:23][C:24]1[CH:25]=[CH:26][CH:27]=[CH:28][CH:29]=1)[C:20](=[O:35])[C@H:8]([NH:7][CH3:6])[CH2:9][C:10]1[CH:19]=[CH:18][C:17]2[C:12](=[CH:13][CH:14]=[CH:15][CH:16]=2)[CH:11]=1 |f:1.2|. Procedure details: N-Methyl-N-{(1R)-1-(N-methyl-N-((1R)-1-(methylcarbamoyl)-2-phenyl-ethyl)carbamoyl)-2-(2-naphthyl)ethyl}carbamic acid tert-butyl ester (600 mg, 1.19 mmol) was stirred in trifluoroacetic acid/methylene chloride (1:1, 5 mL) for 10 min and the volatiles were removed in vacuo. The residue was stripped with diethylether (2×5 mL) and dissolved in methanol (2 mL) and mixed with sodium hydrogen carbonate (10 mL) and ethylacetate (15 mL). The organic phase was separated and dried (magnesium sulfate) to af... Reaction SMILES: [Br:1][c:2]1[c:3]([O:9][CH2:10][CH:11]2[CH2:12][N:13]([C:15](=[O:16])[O:17][C:18]([CH3:19])([CH3:20])[CH3:21])[CH2:14]2)[n:4][c:5]([Cl:8])[n:6][cH:7]1.[CH3:22][CH:23]1[CH2:24][CH2:25][CH:26]([NH2:29])[CH2:27][CH2:28]1>>[Br:1][c:2]1[c:3]([O:9][CH2:10][CH:11]2[CH2:12][N:13]([C:15](=[O:16])[O:17][C:18]([CH3:19])([CH3:20])[CH3:21])[CH2:14]2)[n:4][c:5]([NH:29][CH:26]2[CH2:25][CH2:24][CH:23]([CH3:22])[CH2:28][CH2:27]2)[n:6][cH:7]1. Reactants: CC(C)(C)OC(=O)N1CC(COc2nc(Cl)ncc2Br)C1, CC1CCC(N)CC1. Product: CC1CCC(Nc2ncc(Br)c(OCC3CN(C(=O)OC(C)(C)C)C3)n2)CC1.